This data is from the Open Reaction Database (ORD), a public repository of structured organic reaction records. The task is: describe an organic reaction: reactants, conditions, products, and yield The reactants are N1=C(Cl)N=C(Cl)N=C1Cl (cyanuric chloride), BrC1=C(C(=CC(=C1)Br)Br)O (2,4,6-tribromophenol), C([O-])([O-])=O.[Na+].[Na+] (sodium carbonate), [OH-].[Na+] (sodium hydroxide), tris(2,4,6-tribromophenoxy)-s-1,3,5-triazine, tris(2,4,6-tribromophenoxy)-s-1,3,5-triazine. Run in CC(=O)C (acetone), C(C)C(=O)C (methyl ethyl ketone), ketone. Product: C([O-])(O)=O.[Na+] (sodium bicarbonate), C(=O)=O (carbon dioxide), C([O-])([O-])=O.[Na+].[Na+] (sodium carbonate). Reaction SMILES: N1C(Cl)=NC(Cl)=NC=1Cl.BrC1C=C(Br)C=C(Br)C=1O.[C:20](=[O:23])([O-:22])[O-:21].[Na+:24].[Na+].[OH-].[Na+]>CC(C)=O.C(C(C)=O)C>[C:20](=[O:21])([OH:23])[O-:22].[Na+:24].[C:20](=[O:22])=[O:21].[C:20](=[O:21])([O-:23])[O-:22].[Na+:24].[Na+:24] |f:2.3.4,5.6,9.10,12.13.14|. Procedure: The compound, tris(2,4,6-tribromophenoxy)-s-1,3,5-triazine, was reported in French Patent 1,566,675, in 1969. The compound is useful as a flame retardant. In U.S. Pat. Nos. 3,843,650 and 3,950,306 a process for the production of tris(2,4,6-tribromophenoxy)-s-1,3,5-triazine is described. In addition, two recommended processes utilize the reaction of cyanuric chloride and 2,4,6-tribromophenol in the presence of either sodium carbonate and methyl ethyl ketone or aqueous sodium hydroxide and acetone... The reactants are ClC1=C(C=C(C=C1)C=1C(=NC=C(C(=O)O)C1)OCC(F)(F)F)C (5-(4-chloro-3-methylphenyl)-6-(2,2,2-trifluoroethoxy)nicotinic acid), FC(C1=NOC(=N1)CN)(F)F (3-trifluoromethyl-[1,2,4]oxadiazol-5-methanamine). Yields the product ClC1=C(C=C(C=C1)C=1C(=NC=C(C(=O)NCC2=NC(=NO2)C(F)(F)F)C1)OCC(F)(F)F)C (5-(4-chloro-3-methylphenyl)-6-(2,2,2-trifluoroethoxy)-N-((3-(trifluoromethyl)-1,2,4-oxadiazol-5-yl)methyl)nicotinamide). Reaction SMILES: [Cl:1][C:2]1[CH:7]=[CH:6][C:5]([C:8]2[C:9]([O:17][CH2:18][C:19]([F:22])([F:21])[F:20])=[N:10][CH:11]=[C:12]([CH:16]=2)[C:13](O)=[O:14])=[CH:4][C:3]=1[CH3:23].[F:24][C:25]([F:34])([F:33])[C:26]1[N:30]=[C:29]([CH2:31][NH2:32])[O:28][N:27]=1>>[Cl:1][C:2]1[CH:7]=[CH:6][C:5]([C:8]2[C:9]([O:17][CH2:18][C:19]([F:22])([F:20])[F:21])=[N:10][CH:11]=[C:12]([CH:16]=2)[C:13]([NH:32][CH2:31][C:29]2[O:28][N:27]=[C:26]([C:25]([F:24])([F:33])[F:34])[N:30]=2)=[O:14])=[CH:4][C:3]=1[CH3:23]. Procedure: The title compound was synthesized in analogy to Example 1 using 5-(4-chloro-3-methylphenyl)-6-(2,2,2-trifluoroethoxy)nicotinic acid (example BJ) and 3-trifluoromethyl-[1,2,4]oxadiazol-5-methanamine (example AK) as starting materials; LC-MS (UV peak area/ESI) 100%, 493.0523 (M+H)+. The reactants are material, C(C)[SiH](CC)CC (triethylsilane), C1=CC=CC2=C1CCC=CC2=O (8,9-dihydro-5H-benzo[α][7]annulen-5-one), C1CCC2=NCCCN2CC1 (DBU), [N+](=O)([O-])C (nitromethane), Cl (HCl). Solvent: O (water), C(=O)(C(F)(F)F)O (TFA). Run at temperature 55 celsius. Product: [N+](=O)([O-])CC1CCC2=C(CC1)C=CC=C2 (7-(Nitromethyl)-6,7,8,9-tetrahydro-5H-benzo[α][7]annulene). Yield: 42.0%. As a reaction SMILES: [CH:1]1[C:6]2[CH2:7][CH2:8][CH:9]=[CH:10][C:11](=O)[C:5]=2[CH:4]=[CH:3][CH:2]=1.C1CCN2C(=NCCC2)CC1.Cl.C([SiH](CC)CC)C.[N+:32]([CH3:35])([O-:34])=[O:33]>C(O)(C(F)(F)F)=O.O>[N+:32]([CH2:35][CH:9]1[CH2:8][CH2:7][C:6]2[CH:1]=[CH:2][CH:3]=[CH:4][C:5]=2[CH2:11][CH2:10]1)([O-:34])=[O:33]. Procedure details: A solution of 8,9-dihydro-5H-benzo[α][7]annulen-5-one (323 g, 2 mol) in nitromethane (620 ml) was treated with DBU (327 g, 2.1 mol) dropwise at such a rate that the temperature was maintained between 40 and 50° C. After GC analysis showed reaction completion, 3M HCl (600 ml) was added and the resulting mixture was extracted with tert-butyl methyl ether (2×500 ml). The combined organic phases were treated with brine (500 ml), dried over MgSO4, filtered and evaporated to an oil (496 g, 90%). To 34... The product is CC(N)(CS)C(=O)O, Cl. As a reaction SMILES: [CH3:1][C:2]1([C:13](=[O:14])[OH:15])[NH:3][C:4]([c:7]2[cH:8][cH:9][cH:10][cH:11][cH:12]2)=[SH:5][CH2:6]1.[ClH:16].[OH2:17]>>[CH3:1][C:2]([NH2:3])([CH2:6][SH:5])[C:13](=[O:14])[OH:15].[ClH:16]. The reactants are CC1(C(=O)O)C[SH]=C(c2ccccc2)N1, Cl, O.